Dataset: the Open Reaction Database (ORD), a public repository of structured organic reaction records. Task: describe an organic reaction: reactants, conditions, products, and yield Reactants: C1CCOC1, C=CCC(c1cccc(Cl)c1)C(C)(NS(=O)C(C)(C)C)c1ccc(Cl)cc1, Cl, [Na+], O=C([O-])O, O. The product is C=CCC(c1cccc(Cl)c1)C(C)(N)c1ccc(Cl)cc1. RXN SMILES: [CH2:35]1[O:36][CH2:37][CH2:38][CH2:39]1.[Cl:1][c:2]1[cH:3][c:4]([CH:8]([C:9]([CH3:10])([c:11]2[cH:12][cH:13][c:14]([Cl:17])[cH:15][cH:16]2)[NH:18][S:19]([C:20]([CH3:21])([CH3:22])[CH3:23])=[O:24])[CH2:25][CH:26]=[CH2:27])[cH:5][cH:6][cH:7]1.[ClH:28].[Na+:34].[O-:30][C:31]([OH:32])=[O:33].[OH2:29]>>[Cl:1][c:2]1[cH:3][c:4]([CH:8]([C:9]([CH3:10])([c:11]2[cH:12][cH:13][c:14]([Cl:17])[cH:15][cH:16]2)[NH2:18])[CH2:25][CH:26]=[CH2:27])[cH:5][cH:6][cH:7]1. Starting materials: CC(=O)[O-], CC(=O)[O-], CC(=O)[O-], CC(=O)[O-], O=C(O)CCC(F)(F)F, ON=C1CCOCC1, [Pb+4]. Product: O=NC1(OC(=O)CCC(F)(F)F)CCOCC1. Reaction SMILES: [C:13]([O-:14])(=[O:15])[CH3:16].[C:17]([O-:18])(=[O:19])[CH3:20].[C:21]([O-:22])(=[O:23])[CH3:24].[C:9]([O-:10])(=[O:11])[CH3:12].[F:26][C:27]([CH2:28][CH2:29][C:30](=[O:31])[OH:32])([F:33])[F:34].[O:1]1[CH2:2][CH2:3][C:4](=[N:7][OH:8])[CH2:5][CH2:6]1.[Pb+4:25]>>[O:1]1[CH2:2][CH2:3][C:4]([N:7]=[O:8])([O:32][C:30]([CH2:29][CH2:28][C:27]([F:26])([F:33])[F:34])=[O:31])[CH2:5][CH2:6]1. Starting materials: Compound II, C(C)NC(=O)NN(C)CC(=O)O (2-(2-(ethylcarbamoyl)-1-methylhydrazinyl)acetic acid), N[C@H](C(=O)N(CC1=CC=CC2=CC=CC=C12)[C@H](C(OCC)OCC)C)CC(=O)NC(C1=CC=CC=C1)(C1=CC=CC=C1)C1=CC=CC=C1 ((S)-2-amino-N1—((S)-1,1-diethoxypropan-2-yl)-N1-(naphthalen-1-ylmethyl)-N4-tritylsuccinamide). The product is C(C)OC([C@H](C)N(C([C@H](CC(NC(C1=CC=CC=C1)(C1=CC=CC=C1)C1=CC=CC=C1)=O)NC(CN(NC(=O)NCC)C)=O)=O)CC1=CC=CC2=CC=CC=C12)OCC (1-(2-((S)-1-(((S)-1,1-diethoxypropan-2-yl)(naphthalen-1-ylmethyl)amino)-1,4-dioxo-4-(tritylamino)butan-2-ylamino)-2-oxoethyl)-4-ethyl-1-methylsemicarbazide). Reaction SMILES: [CH2:1]([NH:3][C:4]([NH:6][N:7]([CH2:9][C:10]([OH:12])=O)[CH3:8])=[O:5])[CH3:2].[NH2:13][C@@H:14]([CH2:38][C:39]([NH:41][C:42]([C:55]1[CH:60]=[CH:59][CH:58]=[CH:57][CH:56]=1)([C:49]1[CH:54]=[CH:53][CH:52]=[CH:51][CH:50]=1)[C:43]1[CH:48]=[CH:47][CH:46]=[CH:45][CH:44]=1)=[O:40])[C:15]([N:17]([C@@H:29]([CH3:37])[CH:30]([O:34][CH2:35][CH3:36])[O:31][CH2:32][CH3:33])[CH2:18][C:19]1[C:28]2[C:23](=[CH:24][CH:25]=[CH:26][CH:27]=2)[CH:22]=[CH:21][CH:20]=1)=[O:16]>>[CH2:32]([O:31][CH:30]([O:34][CH2:35][CH3:36])[C@@H:29]([N:17]([CH2:18][C:19]1[C:28]2[C:23](=[CH:24][CH:25]=[CH:26][CH:27]=2)[CH:22]=[CH:21][CH:20]=1)[C:15](=[O:16])[C@@H:14]([NH:13][C:10](=[O:12])[CH2:9][N:7]([CH3:8])[NH:6][C:4]([NH:3][CH2:1][CH3:2])=[O:5])[CH2:38][C:39](=[O:40])[NH:41][C:42]([C:43]1[CH:44]=[CH:45][CH:46]=[CH:47][CH:48]=1)([C:49]1[CH:54]=[CH:53][CH:52]=[CH:51][CH:50]=1)[C:55]1[CH:56]=[CH:57][CH:58]=[CH:59][CH:60]=1)[CH3:37])[CH3:33]. Procedure details: According to the procedure described in the synthesis method of Compound II-15, 2-(2-(ethylcarbamoyl)-1-methylhydrazinyl)acetic acid (Compound VI-9) 41 mg (0.23 mmol) was coupled with (S)-2-amino-N1—((S)-1,1-diethoxypropan-2-yl)-N1-(naphthalen-1-ylmethyl)-N4-tritylsuccinamide (Compound IV-19) 100 mg (0.16 mmol) to obtain the title compound. As a reaction SMILES: [C:1]([CH3:2])(=[O:3])[NH:4][c:5]1[cH:6][cH:7][c:8]([CH2:11][C:12](=[O:13])[OH:14])[cH:9][cH:10]1.[CH3:16][N:17]([CH3:18])[CH2:19][CH2:20][CH2:21][N:22]=[C:23]=[N:24][CH2:25][CH3:26].[CH3:41][N:42]([CH3:43])[CH:44]=[O:45].[CH3:46][N:47]([CH3:48])[c:49]1[cH:50][cH:51][n:52][cH:53][cH:54]1.[ClH:15].[NH2:27][c:28]1[c:29](=[O:40])[nH:30][c:31](=[O:39])[n:32]([CH2:35][CH2:36][CH2:37][CH3:38])[c:33]1[NH2:34]>>[C:1]([CH3:2])(=[O:3])[NH:4][c:5]1[cH:6][cH:7][c:8]([CH2:11][C:12](=[O:14])[NH:27][c:28]2[c:29](=[O:40])[nH:30][c:31](=[O:39])[n:32]([CH2:35][CH2:36][CH2:37][CH3:38])[c:33]2[NH2:34])[cH:9][cH:10]1. Yields the product CCCCn1c(N)c(NC(=O)Cc2ccc(NC(C)=O)cc2)c(=O)[nH]c1=O. Reactants: CC(=O)Nc1ccc(CC(=O)O)cc1, CCN=C=NCCCN(C)C, CN(C)C=O, CN(C)c1ccncc1, Cl, CCCCn1c(N)c(N)c(=O)[nH]c1=O. RXN SMILES: [O:1]1[CH2:3][C@H:2]1[CH2:4][O:5][C:6]1[C:18]2[C:17]3[C:12](=[CH:13][CH:14]=[CH:15][CH:16]=3)[C:11](=[O:19])[C:10]=2[CH:9]=[CH:8][CH:7]=1.[NH2:20][CH2:21][CH:22]1[CH2:27][CH2:26][N:25]([CH2:28][CH2:29][C:30]([F:33])([F:32])[F:31])[CH2:24][CH2:23]1>>[OH:1][CH:2]([CH2:3][NH:20][CH2:21][CH:22]1[CH2:27][CH2:26][N:25]([CH2:28][CH2:29][C:30]([F:33])([F:31])[F:32])[CH2:24][CH2:23]1)[CH2:4][O:5][C:6]1[C:18]2[C:17]3[C:12](=[CH:13][CH:14]=[CH:15][CH:16]=3)[C:11](=[O:19])[C:10]=2[CH:9]=[CH:8][CH:7]=1. Procedure details: Prepared from 4-[(2S)-oxiranylmethoxy]-9-fluorenone (0.087 g, 0.34 mmol) and 4-aminomethyl-1-(3,3,3-trifluoropropyl)-piperidine (0.126 g, 0.6 mmol) of according to the procedure used for Example 2 to give 0.092 g of the title compound as a yellow solid. Yields the product OC(COC1=CC=CC=2C(C3=CC=CC=C3C12)=O)CNCC1CCN(CC1)CCC(F)(F)F (4-(2-Hydroxy-3-{[1-(3,3,3-trifluoro-propyl)-piperidin-4-ylmethyl]-amino}-propoxy)-fluoren-9-one). The reactants are O1[C@@H](C1)COC1=CC=CC=2C(C3=CC=CC=C3C12)=O (4-[(2S)-oxiranylmethoxy]-9-fluorenone), NCC1CCN(CC1)CCC(F)(F)F (4-aminomethyl-1-(3,3,3-trifluoropropyl)-piperidine). Isolated yield 58.5%. Reactants: FC=1C(=NC(=NC1)O)NC(=O)NC1=CC=CC=C1 (1-(5-fluoro-2-hydroxypyrimidin-4-yl)-3-phenylurea), C1(=CC=CC=C1)S(=O)(=O)Cl (benzenesulfonyl chloride). Run in CC#N (CH3CN). Run at temperature 70 celsius, time 1 hour. Yields the product C1(=CC=CC=C1)S(=O)(=O)N1C(N=C(C(=C1)F)NC(=O)NC1=CC=CC=C1)=O (1-(1-benzenesulfonyl-5-fluoro-2-oxo-1,2-dihydropyrimidin-4-yl)-3-phenylurea). Isolated yield 32.2%. As a reaction SMILES: [F:1][C:2]1[C:3]([NH:9][C:10]([NH:12][C:13]2[CH:18]=[CH:17][CH:16]=[CH:15][CH:14]=2)=[O:11])=[N:4][C:5]([OH:8])=[N:6][CH:7]=1.[C:19]1([S:25](Cl)(=[O:27])=[O:26])[CH:24]=[CH:23][CH:22]=[CH:21][CH:20]=1>CC#N>[C:19]1([S:25]([N:6]2[CH:7]=[C:2]([F:1])[C:3]([NH:9][C:10]([NH:12][C:13]3[CH:14]=[CH:15][CH:16]=[CH:17][CH:18]=3)=[O:11])=[N:4][C:5]2=[O:8])(=[O:27])=[O:26])[CH:24]=[CH:23][CH:22]=[CH:21][CH:20]=1. Procedure: To a suspension of 1-(5-fluoro-2-hydroxypyrimidin-4-yl)-3-phenylurea (0.200 g, 0.8 mmol) in anhydrous CH3CN (4 mL) was added BSA (0.487 g, 2.4 mmol), and the mixture was warmed to 70° C. and stirred for 1 h. The resulting solution was cooled to room temperature, treated with benzenesulfonyl chloride (0.156 g, 0.9 mmol), and the mixture was stirred for 12 h. The solvent was evaporated, and the residue was partitioned between EtOAc and brine. The organic phase was dried over MgSO4, filtered, and c... Reactants: C(C1=CC=CC=C1)OC(=O)C1CCC=2N(C3=C(C=CC=C3C2C1)Cl)CC(=O)OCC (8-chloro-9-ethoxycarbonylmethyl-2,3,4,9-tetrahydro-1H-carbazole-3-carboxylic acid benzyl ester). The reagents and catalysts are [Pd] (palladium on activated charcoal). Solvent: C(C)O (ethanol). Run at time 1 hour. Yields the product C(C)OC(=O)CN1C2=C(C=CC=C2C=2CC(CCC12)C(=O)O)Cl (9-Ethoxycarbonylmethyl-8-chloro-2,3,4,9-tetrahydro-1H-carbazole-3-carboxylic acid). Reaction SMILES: C([O:8][C:9]([CH:11]1[CH2:23][C:22]2[C:21]3[C:16](=[C:17]([Cl:24])[CH:18]=[CH:19][CH:20]=3)[N:15]([CH2:25][C:26]([O:28][CH2:29][CH3:30])=[O:27])[C:14]=2[CH2:13][CH2:12]1)=[O:10])C1C=CC=CC=1>[Pd].C(O)C>[CH2:29]([O:28][C:26]([CH2:25][N:15]1[C:14]2[CH2:13][CH2:12][CH:11]([C:9]([OH:10])=[O:8])[CH2:23][C:22]=2[C:21]2[C:16]1=[C:17]([Cl:24])[CH:18]=[CH:19][CH:20]=2)=[O:27])[CH3:30]. Reported procedure: A mixture of 8-chloro-9-ethoxycarbonylmethyl-2,3,4,9-tetrahydro-1H-carbazole-3-carboxylic acid benzyl ester (2.5 g, 5.9 mmol) and 10% palladium on activated charcoal (480 mg) in ethanol (200 ml) is stirred under a hydrogen atmosphere for 1 h. The catalyst is filtered off and washed with ethanol. The filtrate is concentrated to dryness to deliver Intermediate 1.3. tR (LC-5) 0.96 min; ESI-MS (positive ion): m/z 336.23 [M+H]+ (calcd 335.79 for C17H18NO4C1). 1H-NMR (DMSO-d6): 1.18 (t, J=7.0 Hz, 3H);...